This data is from the Open Reaction Database (ORD), a public repository of structured organic reaction records. The task is: describe an organic reaction: reactants, conditions, products, and yield The reactants are C(C)(C)(C)OC(COC1=C(C=C(C=C1)Cl)Br)=O (tert-Butyl(2-bromo-4-chlorophenoxy)acetate), COC1=CC=C(C=C1)B(O)O (4-methoxyphenylboronic acid). Yields the product ClC=1C=CC(=C(C1)C1=CC=C(C=C1)OC)OCC(=O)OC(C)(C)C (tert-Butyl [(5-chloro-4′-methoxybiphenyl-2-yl)oxy]acetate). Reaction SMILES: [C:1]([O:5][C:6](=[O:17])[CH2:7][O:8][C:9]1[CH:14]=[CH:13][C:12]([Cl:15])=[CH:11][C:10]=1Br)([CH3:4])([CH3:3])[CH3:2].[CH3:18][O:19][C:20]1[CH:25]=[CH:24][C:23](B(O)O)=[CH:22][CH:21]=1>>[Cl:15][C:12]1[CH:13]=[CH:14][C:9]([O:8][CH2:7][C:6]([O:5][C:1]([CH3:4])([CH3:3])[CH3:2])=[O:17])=[C:10]([C:23]2[CH:24]=[CH:25][C:20]([O:19][CH3:18])=[CH:21][CH:22]=2)[CH:11]=1. Procedure details: The subtitle compound was prepared by the method of example 1 step (ii) using the product from example 1 step (i) and 4-methoxyphenylboronic acid. Yield 0.610 g The reactants are C1(CC1)C=1C(=NC=C(C1)C1CC1)N1CCN(CC1)C(=O)C1=C(C=C(C=C1)I)F ([4-(3,5-dicyclopropylpyridin-2-yl)piperazin-1-yl](2-fluoro-4-iodophenyl)methanone), C[C@H]1NS(CC1)(=O)=O ((R)-3-methylisothiazolidine 1,1-dioxide). Yields the product C1(CC1)C=1C(=NC=C(C1)C1CC1)N1CCN(CC1)C(=O)C1=C(C=C(C=C1)N1S(CC[C@H]1C)(=O)=O)F ((R)-[4-(3,5-dicyclopropylpyridin-2-yl)piperazin-1-yl][2-fluoro-4-(3-methyl-1,1-dioxo-1λ6-isothiazolidin-2-yl)phenyl]methanone). Yield: 42.2%. RXN SMILES: [CH:1]1([C:4]2[C:5]([N:13]3[CH2:18][CH2:17][N:16]([C:19]([C:21]4[CH:26]=[CH:25][C:24](I)=[CH:23][C:22]=4[F:28])=[O:20])[CH2:15][CH2:14]3)=[N:6][CH:7]=[C:8]([CH:10]3[CH2:12][CH2:11]3)[CH:9]=2)[CH2:3][CH2:2]1.[CH3:29][C@@H:30]1[CH2:34][CH2:33][S:32](=[O:36])(=[O:35])[NH:31]1>>[CH:1]1([C:4]2[C:5]([N:13]3[CH2:18][CH2:17][N:16]([C:19]([C:21]4[CH:26]=[CH:25][C:24]([N:31]5[C@H:30]([CH3:29])[CH2:34][CH2:33][S:32]5(=[O:36])=[O:35])=[CH:23][C:22]=4[F:28])=[O:20])[CH2:15][CH2:14]3)=[N:6][CH:7]=[C:8]([CH:10]3[CH2:12][CH2:11]3)[CH:9]=2)[CH2:3][CH2:2]1. Procedure details: Using [4-(3,5-dicyclopropylpyridin-2-yl)piperazin-1-yl](2-fluoro-4-iodophenyl)methanone (491 mg) described in Preparation Example 164 and (R)-3-methylisothiazolidine 1,1-dioxide (135 mg) described in Preparation Example 2 and by the reaction and treatment in the same manner as in Example 1, the title compound (210 mg) was obtained. The reactants are O (water), C1(=CC=C(C=C1)C=1OC(=C(N1)CCCC#N)C(F)(F)F)C (4-[2-(p-Tolyl)-5-trifluoromethyloxazol-4-yl]butanenitrile), CO (methanol), O (water). Run at time 10 minute. Product: C1(=CC=C(C=C1)C=1OC(=C(N1)CCCC(=O)OC)C(F)(F)F)C (Methyl 4-[2-(p-tolyl)-5-trifluoromethyloxazol-4-yl]butanoate). Reaction SMILES: [C:1]1([CH3:21])[CH:6]=[CH:5][C:4]([C:7]2[O:8][C:9]([C:17]([F:20])([F:19])[F:18])=[C:10]([CH2:12][CH2:13][CH2:14][C:15]#N)[N:11]=2)=[CH:3][CH:2]=1.[OH2:22].[CH3:23][OH:24]>>[C:1]1([CH3:21])[CH:6]=[CH:5][C:4]([C:7]2[O:8][C:9]([C:17]([F:20])([F:19])[F:18])=[C:10]([CH2:12][CH2:13][CH2:14][C:15]([O:24][CH3:23])=[O:22])[N:11]=2)=[CH:3][CH:2]=1. Procedure: 4-[2-(p-Tolyl)-5-trifluoromethyloxazol-4-yl]butanenitrile (5.28 g) was dissolved in 40 ml of methanol, and stirred for 10 minutes under ice-cooling under bubbling hydrogen chloride gas. After the bubbling was stopped, the mixture was warmed to room temperature and stirred for 30 minutes. To the reaction solution was added 5 ml of water, and the mixture was stirred for 30 minutes, allowed to stand at room temperature overnight. After addition of water, the reaction solution was extracted with eth... Starting materials: N1C=NC=C1 (imidazole), BrCCCCCCCCCC (1-bromodecane), BrCCCCCCCCCC (bromodecane), CN(C(=O)Cl)C (dimethylcarbamyl chloride), CN(C(=O)N1C=NC=C1)C (1-dimethylcarbamoylimidazole). The solvent is CC(=O)C (acetone), C(C)N(CC)CC (triethylamine). Yields the product [Br-].C(CCCCCCCCC)[N+]1=CN(C=C1)C(N(C)C)=O (1-decyl-3-dimethylcarbamoylimidazolium bromide). RXN SMILES: N1C=CN=C1.CN(C)C(Cl)=O.[CH3:12][N:13]([CH3:21])[C:14]([N:16]1[CH:20]=[CH:19][N:18]=[CH:17]1)=[O:15].[Br:22][CH2:23][CH2:24][CH2:25][CH2:26][CH2:27][CH2:28][CH2:29][CH2:30][CH2:31][CH3:32]>CC(C)=O.C(N(CC)CC)C>[Br-:22].[CH2:23]([N+:18]1[CH:19]=[CH:20][N:16]([C:14](=[O:15])[N:13]([CH3:21])[CH3:12])[CH:17]=1)[CH2:24][CH2:25][CH2:26][CH2:27][CH2:28][CH2:29][CH2:30][CH2:31][CH3:32] |f:6.7|. Procedure: To 13.6 gm (0.2 mole) of imidazole (Aldrich Chemical Co., Milwaukee, Wis., 99%) and 20.2 gm of triethylamine (Aldrich, 99%) in 100 ml dry acetone (Fisher Scientific Co., Pittsburgh, Pa.) in a magnetically stirred 250 ml round bottom flask under dry nitrogen was added. 21.5 gm (0.2 mole) dimethylcarbamyl chloride (Aldrich, 99%) dropwise over a 20 min. period from a side-arm pressure equalizing addition funnel. A white precipitate formed during the addition under conditions of mild exothermicity. ... Reactants: 54b, FC1=CC=C(C=C1)N1N=CC2=C1C=C1CCN(C[C@]1(C2)C(=O)O)S(=O)(=O)C=2C=NC(=CC2)N2CCOCC2 ((R)-1-(4-fluorophenyl)-6-(6-morpholin-4-yl-pyridine-3-sulfonyl]-1,4,5,6,7,8-hexahydro-1,2,6-triaza-cyclopenta[b]naphthalene-4a-carboxylic acid), ClCC1=NOC(=C1)C (3-chloromethyl-5-methyl isoxazole). Product: CC1=CC(=NO1)COC(=O)[C@@]12CC3=C(C=C2CCN(C1)S(=O)(=O)C=1C=NC(=CC1)N1CCOCC1)N(N=C3)C3=CC=C(C=C3)F ((R)-1-(4-Fluorophenyl)-6-(6-morpholin-4-yl-pyridine-3-sulfonyl]-1,4,5,6,7,8-hexahydro-1,2,6-triaza-cyclopenta[b]naphthalene-4a-carboxylic acid 5-methylisoxazol-3-ylmethyl ester). As a reaction SMILES: [F:1][C:2]1[CH:7]=[CH:6][C:5]([N:8]2[C:12]3[CH:13]=[C:14]4[C@:19]([C:21]([OH:23])=[O:22])([CH2:20][C:11]=3[CH:10]=[N:9]2)[CH2:18][N:17]([S:24]([C:27]2[CH:28]=[N:29][C:30]([N:33]3[CH2:38][CH2:37][O:36][CH2:35][CH2:34]3)=[CH:31][CH:32]=2)(=[O:26])=[O:25])[CH2:16][CH2:15]4)=[CH:4][CH:3]=1.Cl[CH2:40][C:41]1[CH:45]=[C:44]([CH3:46])[O:43][N:42]=1>>[CH3:46][C:44]1[O:43][N:42]=[C:41]([CH2:40][O:22][C:21]([C@@:19]23[CH2:18][N:17]([S:24]([C:27]4[CH:28]=[N:29][C:30]([N:33]5[CH2:38][CH2:37][O:36][CH2:35][CH2:34]5)=[CH:31][CH:32]=4)(=[O:25])=[O:26])[CH2:16][CH2:15][C:14]2=[CH:13][C:12]2[N:8]([C:5]4[CH:6]=[CH:7][C:2]([F:1])=[CH:3][CH:4]=4)[N:9]=[CH:10][C:11]=2[CH2:20]3)=[O:23])[CH:45]=1. Procedure: The title compound was prepared by the method of Preparation 54b using (R)-1-(4-fluorophenyl)-6-(6-morpholin-4-yl-pyridine-3-sulfonyl]-1,4,5,6,7,8-hexahydro-1,2,6-triaza-cyclopenta[b]naphthalene-4a-carboxylic acid and 3-chloromethyl-5-methyl isoxazole. LCMS (Method F): 635 (M+H)+, Retention time 4.90 minutes. The reactants are C([O-])([O-])=O.[K+].[K+] (potassium carbonate), O (water), NC1CC=2C=CC(=CC2CC1)CC(=O)OCC (ethyl (+)-6-amino-5,6,7,8-tetrahydronaphthalene-2-acetate), ClC1=CC=C(C=C1)S(=O)(=O)Cl (4 -chlorophenylsulfonyl chloride). Run in C(C)(=O)OCC (ethyl acetate), C(C)(=O)OCC (ethyl acetate). Yields the product ClC1=CC=C(C=C1)S(=O)(=O)NC1CC=2C=CC(=CC2CC1)CC(=O)OCC (ethyl (+)-6-(4-chlorophenyl)sulfonylamino-5,6,7,8-tetrahydronaphthalene-2-acetate). Yield: 84.9%. RXN SMILES: C(=O)([O-])[O-].[K+].[K+].O.[NH2:8][CH:9]1[CH2:18][CH2:17][C:16]2[CH:15]=[C:14]([CH2:19][C:20]([O:22][CH2:23][CH3:24])=[O:21])[CH:13]=[CH:12][C:11]=2[CH2:10]1.[Cl:25][C:26]1[CH:31]=[CH:30][C:29]([S:32](Cl)(=[O:34])=[O:33])=[CH:28][CH:27]=1>C(OCC)(=O)C>[Cl:25][C:26]1[CH:31]=[CH:30][C:29]([S:32]([NH:8][CH:9]2[CH2:18][CH2:17][C:16]3[CH:15]=[C:14]([CH2:19][C:20]([O:22][CH2:23][CH3:24])=[O:21])[CH:13]=[CH:12][C:11]=3[CH2:10]2)(=[O:34])=[O:33])=[CH:28][CH:27]=1 |f:0.1.2|. Reported procedure: 2.99 g of potassium carbonate, 20 ml of ethyl acetate and 40 ml of water are added to 2.09 g of ethyl (+)-6-amino-5,6,7,8-tetrahydronaphthalene-2-acetate 1/2 (+)-D-dibenzoyltartrate, and a solution of 1.28 g of 4 -chlorophenylsulfonyl chloride in 20 ml of ethyl acetate is added thereto at room temperature under stirring. After the mixture is stirred at room temperature for 1.5 hour, the organic layer is separated therefrom, washed, dried and evaporated to revove the solvent. The residue is purif... Starting materials: FC(C(=O)[O-])(F)F.C(C)C1=CC(=NNC1=O)CC=1C=CC(=C(C(=O)N2CC[NH2+]CCC2)C1)F (4-{5-[(5-Ethyl-6-oxo-1,6-dihydropyridazin-3-yl)methyl]-2-fluorobenzoyl}-1,4-diazepan-1-ium Trifluoroacetate), CCN(C(C)C)C(C)C (DIPEA), [Li+].[OH-] (LiOH), C(=O)(C)Cl (AcCl). The solvent is C(Cl)Cl.CN(C)C=O (DCM DMF). Conditions: time 30 minute. Product: C(C)(=O)N1CCN(CCC1)C(=O)C=1C=C(CC=2C=C(C(NN2)=O)CC)C=CC1F (6-{3-[(4-Acetyl-1,4-diazepan-1-yl)carbonyl]-4-fluorobenzyl}-4-ethylpyridazin-3(2H)-one). As a reaction SMILES: F[C:2](F)(F)[C:3]([O-])=[O:4].[CH2:8]([C:10]1[C:15](=[O:16])[NH:14][N:13]=[C:12]([CH2:17][C:18]2[CH:19]=[CH:20][C:21]([F:33])=[C:22]([CH:32]=2)[C:23]([N:25]2[CH2:31][CH2:30][CH2:29][NH2+:28][CH2:27][CH2:26]2)=[O:24])[CH:11]=1)[CH3:9].CCN(C(C)C)C(C)C.C(Cl)(C)=O.[Li+].[OH-]>C(Cl)Cl.CN(C=O)C>[C:3]([N:28]1[CH2:29][CH2:30][CH2:31][N:25]([C:23]([C:22]2[CH:32]=[C:18]([CH:19]=[CH:20][C:21]=2[F:33])[CH2:17][C:12]2[CH:11]=[C:10]([CH2:8][CH3:9])[C:15](=[O:16])[NH:14][N:13]=2)=[O:24])[CH2:26][CH2:27]1)(=[O:4])[CH3:2] |f:0.1,4.5,6.7|. Procedure: To a solution Example 1, A4 (1 eq) in DCM:DMF (2:1, 0.5 M), it was added DIPEA (3 eq), followed by AcCl (1.2 eq). After stirring 30 min at RT, the solvent was removed under reduced pressure and the crude redissolved in EtOAc, washed with 1M HCl, dried (Na2SO4), and concentrated under reduced pressure. The resulting crude was dissolved in THF:H2O (1:1) and LiOH (2 eq) was added, after stirring for 40 min at RT the reaction mixture was extracted with EtOAc. The combined organic fractions were wash... Starting materials: C#CC1CCN(C(=O)OC(C)(C)C)CC1, C1CCOC1, CC(C)NC(C)C, Clc1ncnc2ccc(I)cc12, [Cu]I. The product is CC(C)(C)OC(=O)N1CCC(C#Cc2ccc3ncnc(Cl)c3c2)CC1. RXN SMILES: [C:1]([CH3:2])([CH3:3])([CH3:4])[O:5][C:6](=[O:7])[N:8]1[CH2:9][CH2:10][CH:11]([C:14]#[CH:15])[CH2:12][CH2:13]1.[CH2:35]1[O:36][CH2:37][CH2:38][CH2:39]1.[CH:28]([NH:29][CH:30]([CH3:31])[CH3:32])([CH3:33])[CH3:34].[Cl:16][c:17]1[n:18][cH:19][n:20][c:21]2[cH:22][cH:23][c:24]([I:27])[cH:25][c:26]12.[Cu:40][I:41]>>[C:1]([CH3:2])([CH3:3])([CH3:4])[O:5][C:6](=[O:7])[N:8]1[CH2:9][CH2:10][CH:11]([C:14]#[C:15][c:24]2[cH:23][cH:22][c:21]3[n:20][cH:19][n:18][c:17]([Cl:16])[c:26]3[cH:25]2)[CH2:12][CH2:13]1.